From a dataset of the Open Reaction Database (ORD), a public repository of structured organic reaction records. describe an organic reaction: reactants, conditions, products, and yield The reactants are NC1=C(C=C(C=C1)OS(=O)(=O)C1=CC=C(C=C1)F)[N+](=O)[O-] (2-amino-5-(4-fluorophenylsulfonyloxy)nitrobenzene), COCCN (methoxyethylamine). The solvent is O1CCOCC1 (dioxane). Run at temperature 40 celsius. The product is NC1=C(C=C(C=C1)OS(=O)(=O)C1=CC=C(C=C1)NCCOC)[N+](=O)[O-] (2-amino-5-(4-[2-methoxyethyl]aminophenylsulfonyloxy)nitrobenzene). Reaction SMILES: [NH2:1][C:2]1[CH:7]=[CH:6][C:5]([O:8][S:9]([C:12]2[CH:17]=[CH:16][C:15](F)=[CH:14][CH:13]=2)(=[O:11])=[O:10])=[CH:4][C:3]=1[N+:19]([O-:21])=[O:20].[CH3:22][O:23][CH2:24][CH2:25][NH2:26]>O1CCOCC1>[NH2:1][C:2]1[CH:7]=[CH:6][C:5]([O:8][S:9]([C:12]2[CH:17]=[CH:16][C:15]([NH:26][CH2:25][CH2:24][O:23][CH3:22])=[CH:14][CH:13]=2)(=[O:11])=[O:10])=[CH:4][C:3]=1[N+:19]([O-:21])=[O:20]. Procedure details: 15.6 g of 2-amino-5-(4-fluorophenylsulfonyloxy)nitrobenzene were combined with 35 ml methoxyethylamine in 100 ml dioxane in a round bottom flask. The reaction mixture was heated to reflux for 8 hours and then cooled to 40° C. and extracted two times with 250 ml water. Concentrate was solubilized with ethyl acetate and extracted with 2N aqueous HCl and water, the organic phase was then dried under reduced pressure, yielding 19.2 g of 2-amino-5-(4-[2-methoxyethyl]aminophenylsulfonyloxy)nitrobenzen... Reactants: CC1CCN(C(=O)NCCc2ccc(S(=O)O)cc2)C(=O)C1, C1COCCO1, CCCCNC(=O)NO, O=S(Cl)Cl. The product is CCCCNC(=O)NS(=O)(=O)c1ccc(CCNC(=O)N2CCC(C)CC2=O)cc1. RXN SMILES: [CH3:1][CH:2]1[CH2:3][C:4](=[O:22])[N:5]([C:8](=[O:9])[NH:10][CH2:11][CH2:12][c:13]2[cH:14][cH:15][c:16]([S:19](=[O:20])[OH:21])[cH:17][cH:18]2)[CH2:6][CH2:7]1.[O:36]1[CH2:37][CH2:38][O:39][CH2:40][CH2:41]1.[OH:23][NH:24][C:25](=[O:26])[NH:27][CH2:28][CH2:29][CH2:30][CH3:31].[S:32]([Cl:33])([Cl:34])=[O:35]>>[CH3:1][CH:2]1[CH2:3][C:4](=[O:22])[N:5]([C:8](=[O:9])[NH:10][CH2:11][CH2:12][c:13]2[cH:14][cH:15][c:16]([S:19](=[O:20])(=[O:21])[NH:24][C:25](=[O:26])[NH:27][CH2:28][CH2:29][CH2:30][CH3:31])[cH:17][cH:18]2)[CH2:6][CH2:7]1.